describe an organic reaction: reactants, conditions, products, and yield From a dataset of the Open Reaction Database (ORD), a public repository of structured organic reaction records. The reactants are BrC=1C=C(N)C=C(C1)F (3-bromo-5-fluoroaniline), ClCCN1CCCC1 (1-(2-chloroethyl)pyrrolidine). Run in CN1CCCC1=O (NMP), CCOC(=O)C (EtOAc). The product is BrC=1C=C(NCCN2CCCC2)C=C(C1)F (3-Bromo-5-fluoro-N-(2-(pyrrolidin-1-yl)ethyl)aniline). Isolated yield 50.5%. As a reaction SMILES: [Br:1][C:2]1[CH:3]=[C:4]([CH:6]=[C:7]([F:9])[CH:8]=1)[NH2:5].Cl[CH2:11][CH2:12][N:13]1[CH2:17][CH2:16][CH2:15][CH2:14]1>CN1C(=O)CCC1.CCOC(C)=O>[Br:1][C:2]1[CH:3]=[C:4]([CH:6]=[C:7]([F:9])[CH:8]=1)[NH:5][CH2:11][CH2:12][N:13]1[CH2:17][CH2:16][CH2:15][CH2:14]1. Reported procedure: A solution of 3-bromo-5-fluoroaniline (CAS 134168-97-1) (380 mg, 2.0 mmol) and 1-(2-chloroethyl)pyrrolidine (CAS 505041-9) (380 mg, 2.2 mmol) in NMP (20 mL) was heated to 120° C. overnight. The solution was diluted with EtOAc (100 mL) and washed with saturated Na2CO3 aqueous solution (3×40 mL). The combined organic layer were dried over Na2SO4, concentrated and purified by prep-TLC (DCM:MeOH=10:1) to give the titled product (290 mg, 50%). LCMS (0-60 AB), RT=1.076 min, M+H, 289.0 Reactants: O (water), C(C)(C)N(C(C)C)CC (N,N-diisopropylethylamine), C(C1=CC=CC=C1)(C1=CC=CC=C1)(C1=CC=CC=C1)Cl (tritylchloride), C(C)OC(=O)C1=NNC=N1 (1H-1,2,4-triazole-3-carboxylic acid ethyl ester). Solvent: C(C)OC(C)=O (ethylacetate), CN(C)C=O (DMF). Reaction conditions: time 2 hour. The product is C(C)OC(=O)C1=NN(C=N1)C(C1=CC=CC=C1)(C1=CC=CC=C1)C1=CC=CC=C1 (1-trityl-1,2,4-triazole-3-carboxylic acid ethyl ester). Isolated yield 43.0%. RXN SMILES: [CH2:1]([O:3][C:4]([C:6]1[N:10]=[CH:9][NH:8][N:7]=1)=[O:5])[CH3:2].C(N(CC)C(C)C)(C)C.[C:20](Cl)([C:33]1[CH:38]=[CH:37][CH:36]=[CH:35][CH:34]=1)([C:27]1[CH:32]=[CH:31][CH:30]=[CH:29][CH:28]=1)[C:21]1[CH:26]=[CH:25][CH:24]=[CH:23][CH:22]=1.O>CN(C=O)C.C(OC(=O)C)C>[CH2:1]([O:3][C:4]([C:6]1[N:10]=[CH:9][N:8]([C:20]([C:21]2[CH:26]=[CH:25][CH:24]=[CH:23][CH:22]=2)([C:33]2[CH:34]=[CH:35][CH:36]=[CH:37][CH:38]=2)[C:27]2[CH:28]=[CH:29][CH:30]=[CH:31][CH:32]=2)[N:7]=1)=[O:5])[CH3:2]. Procedure: In 60 ml of DMF was dissolved 7.62 g (54 mmol) of 1H-1,2,4-triazole-3-carboxylic acid ethyl ester. To the solution were added at room temperature 14 g (108 mmol) of N,N-diisopropylethylamine and 15.8 g (56.7 mmol) of tritylchloride. The mixture was stirred for 2 hours. 300 ml of water and 300 ml of ethylacetate were added thereto. The crystal was filtered, dissolved in 150 ml of chloroform, washed with water and dried. The solvent was removed. The residue was crystallized from ether to give 8.91... Starting materials: COC=1C(=C(C=C(C1)N1CCOCC1)OS(=O)(=O)C(F)(F)F)[N+](=O)[O-] (trifluoro-methanesulfonic acid (3-methoxy-5-morpholin-4-yl-2-nitro-phenyl)ester), P(=O)([O-])([O-])[O-].[K+].[K+].[K+] (potassium phosphate), C(=C)(C)B1OC(C(O1)(C)C)(C)C (2-isopropenyl-4,4,5,5-tetramethyl-[1,3,2]dioxaborolane). Reagents/catalysts: [Pd](Cl)Cl.C1(=CC=CC=C1)P([C-]1C=CC=C1)C1=CC=CC=C1.[C-]1(C=CC=C1)P(C1=CC=CC=C1)C1=CC=CC=C1.[Fe+2] (1,1′-bis(diphenylphosphino)ferrocene-palladium(II)dichloride). Solvent: CN(C=O)C (dimethylformamide), O (water). Reaction conditions: temperature 120 celsius, time 16 hour. Yields the product C(=C)(C)C=1C=C(C=C(C1[N+](=O)[O-])OC)N1CCOCC1 (4-(3-isopropenyl-5-methoxy-4-nitro-phenyl)-morpholine). Yield: 51.7%. RXN SMILES: [CH3:1][O:2][C:3]1[C:4]([N+:23]([O-:25])=[O:24])=[C:5](OS(C(F)(F)F)(=O)=O)[CH:6]=[C:7]([N:9]2[CH2:14][CH2:13][O:12][CH2:11][CH2:10]2)[CH:8]=1.P([O-])([O-])([O-])=O.[K+].[K+].[K+].[C:34](B1OC(C)(C)C(C)(C)O1)([CH3:36])=[CH2:35]>CN(C)C=O.O.[Pd](Cl)Cl.C1(P(C2C=CC=CC=2)[C-]2C=CC=C2)C=CC=CC=1.[C-]1(P(C2C=CC=CC=2)C2C=CC=CC=2)C=CC=C1.[Fe+2]>[C:34]([C:5]1[CH:6]=[C:7]([N:9]2[CH2:14][CH2:13][O:12][CH2:11][CH2:10]2)[CH:8]=[C:3]([O:2][CH3:1])[C:4]=1[N+:23]([O-:25])=[O:24])([CH3:36])=[CH2:35] |f:1.2.3.4,8.9.10.11|. Procedure: A solution of trifluoro-methanesulfonic acid (3-methoxy-5-morpholin-4-yl-2-nitro-phenyl)ester (15.0 g, 38.7 mmol), potassium phosphate (24.6 g, 116 mmol) and 2-isopropenyl-4,4,5,5-tetramethyl-[1,3,2]dioxaborolane (8.4 g, 50.3 mmol) in dimethylformamide (80 ml) is degassed and flushed with argon for 20 min. To the reaction mixture is added 1,1′-bis(diphenylphosphino)ferrocene-palladium(II)dichloride (2.9 g, 3.9 mmol) and the resulting mixture is stirred at 120° C. for 16 h. After completion of th... Starting materials: CCOCC, Cl, COc1ccc2c(-c3ccc(S(C)(=O)=O)cc3)c(-c3ccc(F)cc3)nn2n1, O, c1ccncc1. Product: CS(=O)(=O)c1ccc(-c2c(-c3ccc(F)cc3)nn3nc(O)ccc23)cc1. RXN SMILES: [CH3:37][CH2:38][O:39][CH2:40][CH3:41].[ClH:29].[F:1][c:2]1[cH:3][cH:4][c:5](-[c:8]2[n:9][n:10]3[n:11][c:12]([O:27][CH3:28])[cH:13][cH:14][c:15]3[c:16]2-[c:17]2[cH:18][cH:19][c:20]([S:23](=[O:24])(=[O:25])[CH3:26])[cH:21][cH:22]2)[cH:6][cH:7]1.[OH2:36].[n:30]1[cH:31][cH:32][cH:33][cH:34][cH:35]1>>[F:1][c:2]1[cH:3][cH:4][c:5](-[c:8]2[n:9][n:10]3[n:11][c:12]([OH:27])[cH:13][cH:14][c:15]3[c:16]2-[c:17]2[cH:18][cH:19][c:20]([S:23](=[O:24])(=[O:25])[CH3:26])[cH:21][cH:22]2)[cH:6][cH:7]1. The reactants are BrC1=CC=C(C[C@@]2(NC[C@@H](C2)O)C(=O)OC)C=C1 (methyl (4R)-2-(4-bromobenzyl)-4-hydroxy-L-prolinate), C(=O)([O-])[O-].[K+].[K+] (K2CO3), ClC=1C=C(C=C(C1)Cl)N=C=O (3,5-dichlorophenyl isocyanate). Run in CN(C)C=O (DMF). Run at temperature 0 celsius, time 8 hour. The product is BrC1=CC=C(C[C@@]23N(C(N(C2=O)C2=CC(=CC(=C2)Cl)Cl)=O)C[C@@H](C3)O)C=C1 ((6R,7aS)-7a-(4-bromobenzyl)-2-(3,5-dichlorophenyl)-6-hydroxytetrahydro-1H-pyrrolo[1,2-c]imidazole-1,3(2H)-dione). Isolated yield 39.3%. As a reaction SMILES: [Br:1][C:2]1[CH:18]=[CH:17][C:5]([CH2:6][C@@:7]2([C:13]([O:15]C)=O)[CH2:11][C@@H:10]([OH:12])[CH2:9][NH:8]2)=[CH:4][CH:3]=1.C([O-])([O-])=O.[K+].[K+].[Cl:25][C:26]1[CH:27]=[C:28]([N:33]=[C:34]=[O:35])[CH:29]=[C:30]([Cl:32])[CH:31]=1>CN(C=O)C>[Br:1][C:2]1[CH:3]=[CH:4][C:5]([CH2:6][C@@:7]23[CH2:11][C@@H:10]([OH:12])[CH2:9][N:8]2[C:34](=[O:35])[N:33]([C:28]2[CH:29]=[C:30]([Cl:32])[CH:31]=[C:26]([Cl:25])[CH:27]=2)[C:13]3=[O:15])=[CH:17][CH:18]=1 |f:1.2.3|. Procedure details: To a solution of methyl (4R)-2-(4-bromobenzyl)-4-hydroxy-L-prolinate (0.170 g) (Prep. 3) in 10 mL of DMF was added K2CO3 (0.15 g). The reaction mixture was cooled to 0° C., treated with 3,5-dichlorophenyl isocyanate (0.116 g), then allowed to warm to RT and stirred overnight. The insoluble material was removed by filtration, the DMF evaporated, and the residue dissolved in DCM. The organic layer was washed with water, dried over MgSO4, and evaporated under reduced pressure. The resulting oily re... Starting materials: COc1cc(OC)c(CSc2ccccc2Br)c(OC)c1, CCOC(C)=O, C1CCOC1, [Li]CCCC, COc1cccc(C=O)c1, CCCCCC, O. The product is COc1cccc(C(O)c2ccccc2SCc2c(OC)cc(OC)cc2OC)c1. As a reaction SMILES: [Br:1][c:2]1[c:3]([S:8][CH2:9][c:10]2[c:11]([O:20][CH3:21])[cH:12][c:13]([O:18][CH3:19])[cH:14][c:15]2[O:16][CH3:17])[cH:4][cH:5][cH:6][cH:7]1.[C:43]([O:44][CH2:45][CH3:46])(=[O:47])[CH3:48].[CH2:38]1[O:39][CH2:40][CH2:41][CH2:42]1.[CH3:22][CH2:23][CH2:24][CH2:25][Li:26].[CH3:27][O:28][c:29]1[cH:30][c:31]([CH:32]=[O:33])[cH:34][cH:35][cH:36]1.[CH3:49][CH2:50][CH2:51][CH2:52][CH2:53][CH3:54].[OH2:37]>>[c:2]1([CH:32]([c:31]2[cH:30][c:29]([O:28][CH3:27])[cH:36][cH:35][cH:34]2)[OH:33])[c:3]([S:8][CH2:9][c:10]2[c:11]([O:20][CH3:21])[cH:12][c:13]([O:18][CH3:19])[cH:14][c:15]2[O:16][CH3:17])[cH:4][cH:5][cH:6][cH:7]1. The reactants are C(C)OC=1N(C(NN1)=O)C (5-ethoxy-4-methyl-2,4-dihydro-3H-1,2,4-triazol-3-one), ClS(=O)(=O)N=C=O (chlorosulphonyl isocyanate). The solvent is C(Cl)Cl (methylene chloride). Reaction conditions: temperature -10 celsius, time 30 minute. The product is ClS(=O)(=O)NC(=O)N1N=C(N(C1=O)C)OCC (2-chlorosulphonylaminocarbonyl-5-ethoxy-4-methyl-2,4-dihydro-3H-1,2,4-triazol-3-one). Yield: 93.1%. RXN SMILES: [CH2:1]([O:3][C:4]1[N:5]([CH3:10])[C:6](=[O:9])[NH:7][N:8]=1)[CH3:2].[Cl:11][S:12]([N:15]=[C:16]=[O:17])(=[O:14])=[O:13]>C(Cl)Cl>[Cl:11][S:12]([NH:15][C:16]([N:7]1[C:6](=[O:9])[N:5]([CH3:10])[C:4]([O:3][CH2:1][CH3:2])=[N:8]1)=[O:17])(=[O:14])=[O:13]. Procedure: 28.8 g (0.20 mol) of 5-ethoxy-4-methyl-2,4-dihydro-3H-1,2,4-triazol-3-one are introduced into 250 ml of methylene chloride, and the mixture is cooled to -10° C. 28.3 g (0.20 mol) of chlorosulphonyl isocyanate are added to this mixture, and the reaction mixture is stirred for 30 minutes without cooling. The solvent is then carefully removed by distillation under water pump vacuum. 53 g (93% of theory) of 2-chlorosulphonylaminocarbonyl-5-ethoxy-4-methyl-2,4-dihydro-3H-1,2,4-triazol-3-one are obtai... Reactants: CNC1CN(C(=O)C2CCN(C(=O)C3(C)CC3)CC2)CC1c1ccc(Cl)c(Cl)c1, O=C(O)c1ccc(Cl)cn1. The product is CN(C(=O)c1ccc(Cl)cn1)C1CN(C(=O)C2CCN(C(=O)C3(C)CC3)CC2)CC1c1ccc(Cl)c(Cl)c1. As a reaction SMILES: [Cl:1][c:2]1[cH:3][c:4]([CH:9]2[CH2:10][N:11]([C:16](=[O:17])[CH:18]3[CH2:19][CH2:20][N:21]([C:24](=[O:25])[C:26]4([CH3:29])[CH2:27][CH2:28]4)[CH2:22][CH2:23]3)[CH2:12][CH:13]2[NH:14][CH3:15])[cH:5][cH:6][c:7]1[Cl:8].[Cl:30][c:31]1[cH:32][cH:33][c:34]([C:37](=[O:38])[OH:39])[n:35][cH:36]1>>[Cl:1][c:2]1[cH:3][c:4]([CH:9]2[CH2:10][N:11]([C:16](=[O:17])[CH:18]3[CH2:19][CH2:20][N:21]([C:24](=[O:25])[C:26]4([CH3:29])[CH2:27][CH2:28]4)[CH2:22][CH2:23]3)[CH2:12][CH:13]2[N:14]([CH3:15])[C:37]([c:34]2[cH:33][cH:32][c:31]([Cl:30])[cH:36][n:35]2)=[O:39])[cH:5][cH:6][c:7]1[Cl:8].